From a dataset of the Open Reaction Database (ORD), a public repository of structured organic reaction records. describe an organic reaction: reactants, conditions, products, and yield The reactants are C=1(O)C(O)=CC=CC1 (catechol), C(C1=CC=CC=C1)Br (benzylbromide), C(=O)([O-])[O-].[K+].[K+] (K2CO3). Run in CN(C)C=O (DMF), CCOCC (Et2O). Reaction conditions: time 72 hour. Product: C(C1=CC=CC=C1)OC1=C(C=CC=C1)OCC1=CC=CC=C1 (dibenzyloxybenzene). Isolated yield 93.0%. RXN SMILES: [C:1]1([C:3](=[CH:5][CH:6]=[CH:7][CH:8]=1)O)[OH:2].[CH2:9](Br)[C:10]1[CH:15]=[CH:14][CH:13]=[CH:12][CH:11]=1.[C:17]([O-:20])([O-])=O.[K+].[K+]>CN(C=O)C.CCOCC>[CH2:9]([O:2][C:1]1[CH:8]=[CH:7][CH:6]=[CH:5][C:3]=1[O:20][CH2:17][C:1]1[CH:3]=[CH:5][CH:6]=[CH:7][CH:8]=1)[C:10]1[CH:15]=[CH:14][CH:13]=[CH:12][CH:11]=1 |f:2.3.4|. Reported procedure: A mixture of catechol (11.0 g, 0.10M), benzylbromide (25.0 ml, 0.21M) and finely powdered anhydrous K2CO3 (44.2 g, 0.32M) in DMF (60 ml) was stirred at room temperature under N2 for 72 hours. The mixture was then diluted with Et2O and filtered. The ether solution was washed with three portions of distilled water, one portion of saturated NaCl solution, dried (K2CO3) and concentrated in vacuo. The residue was recrystallized from hexane to give dibenzyloxybenzene (27.04 g, 93% yield) as white crys...